This data is from the Open Reaction Database (ORD), a public repository of structured organic reaction records. The task is: describe an organic reaction: reactants, conditions, products, and yield Starting materials: C(CCC)N1CC2CN(CC(C1)C2(C)C)S(=O)(=O)C2=CC=C(C=C2)NC(C)=O (7-(n-Butyl)-3-[(4-acetylaminophenyl)-sulfonyl]-9,9-dimethyl-3,7-diazabicyclo[3.3.1]nonane), [OH-].[K+] (potassium hydroxide), O (water). Run in C(C)O (ethanol). The product is C(CCC)N1CC2CN(CC(C1)C2(C)C)S(=O)(=O)C2=CC=C(C=C2)N (7-(n-butyl)-3-[(4-aminophenyl)-sulfonyl]-9,9-dimethyl-3,7-diazabicyclo[3.3.1]nonane). The yield is 87.5%. As a reaction SMILES: [CH2:1]([N:5]1[CH2:12][CH:11]2[C:13]([CH3:15])([CH3:14])[CH:7]([CH2:8][N:9]([S:16]([C:19]3[CH:24]=[CH:23][C:22]([NH:25]C(=O)C)=[CH:21][CH:20]=3)(=[O:18])=[O:17])[CH2:10]2)[CH2:6]1)[CH2:2][CH2:3][CH3:4].[OH-].[K+].O>C(O)C>[CH2:1]([N:5]1[CH2:6][CH:7]2[C:13]([CH3:14])([CH3:15])[CH:11]([CH2:10][N:9]([S:16]([C:19]3[CH:24]=[CH:23][C:22]([NH2:25])=[CH:21][CH:20]=3)(=[O:18])=[O:17])[CH2:8]2)[CH2:12]1)[CH2:2][CH2:3][CH3:4] |f:1.2|. Reported procedure: 5.1 g of 7-(n-Butyl)-3-[(4-acetylaminophenyl)-sulfonyl]-9,9-dimethyl-3,7-diazabicyclo[3.3.1]nonane (for preparation see Example 2) and 1.5 g of potassium hydroxide were refluxed for 6 hours in 100 ml of ethanol. The reaction mixture was then cooled, water was added, and the mixture was extracted twice with diethyl ether. The combined ether extracts were dried with magnesium sulfate and concentrated. 4.0 g of 7-(n-butyl)-3-[(4-aminophenyl)-sulfonyl]-9,9-dimethyl-3,7-diazabicyclo[3.3.1]nonane were... Reactants: Cc1cc(C)c2oc(=O)cc(O)c2c1, ClC(Cl)Cl, O=[N+]([O-])O. Product: Cc1cc(C)c2oc(=O)c([N+](=O)[O-])c(O)c2c1. RXN SMILES: [CH3:5][c:6]1[cH:7][c:8]2[c:9]([OH:18])[cH:10][c:11](=[O:17])[o:12][c:13]2[c:14]([CH3:16])[cH:15]1.[CH:19]([Cl:20])([Cl:21])[Cl:22].[OH:1][N+:2]([O-:3])=[O:4]>>[O-:1][N+:2](=[O:4])[c:10]1[c:9]([OH:18])[c:8]2[cH:7][c:6]([CH3:5])[cH:15][c:14]([CH3:16])[c:13]2[o:12][c:11]1=[O:17]. The reagents and catalysts are C(C)(C)(C)P(C(C)(C)C)(C(C)(C)C)[Pd]P(C(C)(C)C)(C(C)(C)C)C(C)(C)C (bis(tri-tert-butylphosphoranyl)palladium). Reaction conditions: temperature 100 celsius, time 14 hour. Yields the product FC1=C2C(C(=CN(C2=CC=C1)CC1=CC=C(C=C1)N1N=CC(=C1)C=C)C(=O)OCC)=O (Ethyl 5-fluoro-4-oxo-1-[4-(4-vinyl-1H-pyrazol-1-yl)benzyl]-1,4-dihydroquinoline-3-carboxylate). Starting materials: FC1=C2C(C(=CN(C2=CC=C1)CC1=CC=C(C=C1)N1N=CC(=C1)I)C(=O)OCC)=O (ethyl 5-fluoro-1-[4-(4-iodo-1H-pyrazol-1-yl)benzyl]-4-oxo-1,4-dihydroquinoline-3-carboxylate), C(=C)[B-](F)(F)F.[K+] (potassium vinyltrifluoroborate), C([O-])([O-])=O.[Cs+].[Cs+] (cesium carbonate). Procedure: To a solution of ethyl 5-fluoro-1-[4-(4-iodo-1H-pyrazol-1-yl)benzyl]-4-oxo-1,4-dihydroquinoline-3-carboxylate (0.080 g, 0.15 mmol), potassium vinyltrifluoroborate (0.013 g, 0.19 mmol), and 1 N cesium carbonate (0.31 mL, 0.31 mmol) in 2 mL of acetonitrile under nitrogen was added bis(tri-tert-butylphosphoranyl)palladium (10 mol %). The reaction mixture was stirred at 100° C. for 14 hours, cooled to room temperature, and concentrated in vacuo to provide the title compound (crude) which gave a mass... The solvent is C(C)#N (acetonitrile). RXN SMILES: [F:1][C:2]1[CH:11]=[CH:10][CH:9]=[C:8]2[C:3]=1[C:4](=[O:30])[C:5]([C:25]([O:27][CH2:28][CH3:29])=[O:26])=[CH:6][N:7]2[CH2:12][C:13]1[CH:18]=[CH:17][C:16]([N:19]2[CH:23]=[C:22](I)[CH:21]=[N:20]2)=[CH:15][CH:14]=1.[CH:31]([B-](F)(F)F)=[CH2:32].[K+].C(=O)([O-])[O-].[Cs+].[Cs+]>C(#N)C.C(P([Pd]P(C(C)(C)C)(C(C)(C)C)C(C)(C)C)(C(C)(C)C)C(C)(C)C)(C)(C)C>[F:1][C:2]1[CH:11]=[CH:10][CH:9]=[C:8]2[C:3]=1[C:4](=[O:30])[C:5]([C:25]([O:27][CH2:28][CH3:29])=[O:26])=[CH:6][N:7]2[CH2:12][C:13]1[CH:18]=[CH:17][C:16]([N:19]2[CH:23]=[C:22]([CH:31]=[CH2:32])[CH:21]=[N:20]2)=[CH:15][CH:14]=1 |f:1.2,3.4.5|.